This data is from the Open Reaction Database (ORD), a public repository of structured organic reaction records. The task is: describe an organic reaction: reactants, conditions, products, and yield The reactants are CCN(CC)S(=O)(=O)c1cc(C(=O)O)ccc1Cl, Cl, O=S(Cl)Cl. Product: CCN(CC)S(=O)(=O)c1cc(C(=O)Cl)ccc1Cl. Reaction SMILES: [Cl:1][c:2]1[c:3]([S:11]([N:12]([CH2:13][CH3:14])[CH2:15][CH3:16])(=[O:17])=[O:18])[cH:4][c:5]([C:6](=[O:7])[OH:8])[cH:9][cH:10]1.[ClH:19].[S:20]([Cl:21])([Cl:22])=[O:23]>>[Cl:1][c:2]1[c:3]([S:11]([N:12]([CH2:13][CH3:14])[CH2:15][CH3:16])(=[O:17])=[O:18])[cH:4][c:5]([C:6](=[O:7])[Cl:19])[cH:9][cH:10]1. Reactants: CCCCO, CCCCP(CCCC)CCCC, CCOC(=O)c1c(O)c2ccc(F)cc2c(=O)n1CC(C)(C)C, O=C(N=NC(=O)N1CCCCC1)N1CCCCC1, C1CCOC1. Product: CCCCOc1c(C(=O)OCC)n(CC(C)(C)C)c(=O)c2cc(F)ccc12. Reaction SMILES: [CH2:24]([CH2:25][CH2:26][CH3:27])[OH:28].[CH2:29]([P:30]([CH2:31][CH2:32][CH2:33][CH3:34])[CH2:35][CH2:36][CH2:37][CH3:38])[CH2:39][CH2:40][CH3:41].[F:1][c:2]1[cH:3][cH:4][c:5]2[c:6]([OH:23])[c:7]([C:18](=[O:19])[O:20][CH2:21][CH3:22])[n:8]([CH2:13][C:14]([CH3:15])([CH3:16])[CH3:17])[c:9](=[O:12])[c:10]2[cH:11]1.[N:42]([C:43]([N:44]1[CH2:45][CH2:46][CH2:47][CH2:48][CH2:49]1)=[O:50])=[N:51][C:52]([N:53]1[CH2:54][CH2:55][CH2:56][CH2:57][CH2:58]1)=[O:59].[O:60]1[CH2:61][CH2:62][CH2:63][CH2:64]1>>[F:1][c:2]1[cH:3][cH:4][c:5]2[c:6]([O:23][CH2:24][CH2:25][CH2:26][CH3:27])[c:7]([C:18](=[O:19])[O:20][CH2:21][CH3:22])[n:8]([CH2:13][C:14]([CH3:15])([CH3:16])[CH3:17])[c:9](=[O:12])[c:10]2[cH:11]1. Yields the product FC1=C(C#N)C(=CC=C1)NC (2-Fluoro-6-methylaminobenzonitrile). Run in CN(C)C=O (DMF). Reaction SMILES: [F:1][C:2]1[CH:9]=[CH:8][CH:7]=[C:6](F)[C:3]=1[C:4]#[N:5].[CH3:11][NH2:12].O>CN(C=O)C>[F:1][C:2]1[CH:9]=[CH:8][CH:7]=[C:6]([NH:12][CH3:11])[C:3]=1[C:4]#[N:5]. Reactants: FC1=C(C#N)C(=CC=C1)F (2,6-Difluorobenzonitrile), CN (methylamine), O (water). Reported procedure: 2,6-Difluorobenzonitrile, 2.78 g (20 mmol) and 5 ml (60 mmol) of 40% aqueous methylamine in 50 ml DMF is stirred at room temperature for 1 hr., poured into water and the product is collected, 2.4 g m.p. 130°-132° C. Reactants: O1CCOC2=C1C=CC(=C2)N2C(O[C@@H](C2)CO)=O ((S)-3-(2,3-dihydro-benzo[1,4]dioxin-6-yl)-5-hydroxymethyl-oxazolidin-2-one), C(CCC)(=O)OC[C@@H]1CO1 ((S)-glycidyl butyrate), C(=O)([O-])[O-].[Na+].[Na+] (Na2CO3), C(C)(=O)OC=1C(=C(C=CC1)I)OC(C)=O (diacetoxyiodobenzene), CC1(CCCC(N1[O])(C)C)C (TEMPO). Solvent: O.CC#N (water MeCN), CC(OCC)=O (EA). Conditions: temperature 0 celsius, time 8 hour. Yields the product O1CCOC2=C1C=CC(=C2)N2C(O[C@@H](C2)C(=O)O)=O ((S)-3-(2,3-Dihydro-benzo[1,4]dioxin-6-yl)-2-oxo-oxazolidine-5-carboxylic acid). Isolated yield 81.0%. RXN SMILES: [O:1]1[C:6]2[CH:7]=[CH:8][C:9]([N:11]3[CH2:15][C@@H:14]([CH2:16][OH:17])[O:13][C:12]3=[O:18])=[CH:10][C:5]=2[O:4][CH2:3][CH2:2]1.C(OC[C@H]1OC1)(=[O:23])CCC.C(OC1C(OC(=O)C)=C(I)C=CC=1)(=O)C.CC1(C)N([O])C(C)(C)CCC1.C([O-])([O-])=O.[Na+].[Na+]>CC(=O)OCC.O.CC#N>[O:1]1[C:6]2[CH:7]=[CH:8][C:9]([N:11]3[CH2:15][C@@H:14]([C:16]([OH:23])=[O:17])[O:13][C:12]3=[O:18])=[CH:10][C:5]=2[O:4][CH2:3][CH2:2]1 |f:4.5.6,8.9,^1:47|. Procedure details: To a solution of (S)-3-(2,3-dihydro-benzo[1,4]dioxin-6-yl)-5-hydroxymethyl-oxazolidin-2-one (enantiomeric antipode of intermediate 1.iii), prepared from (S)-glycidyl butyrate, 985 mg, 3.92 mmol) in 1:1 water/MeCN (20 mL) cooled to 0° C. was added diacetoxyiodobenzene (2.83 g, 2.2 eq) and TEMPO (122 mg, 0.2 eq). The mixture was stirred at 0° C. for 30 min and at rt overnight. EA and sat. Na2CO3 were added and the phases separated. The aq. layer was washed once more with EA and then carefully acid...